From a dataset of the Open Reaction Database (ORD), a public repository of structured organic reaction records. describe an organic reaction: reactants, conditions, products, and yield The reactants are amine, Cl (HCl), C(C)(C)C1=CC=C(C=C1)CC(=O)O (4-isopropylpheylacetic acid), C1=CC2=C(N=C1)N(N=N2)O (HOAt), C(CCl)Cl (EDC), C(C)(C)N(CC)C(C)C (diisopropylethyl amine), CC(C)(C)S(=O)N[C@@H](C=1N=NN(C1)C[Si](C)(C)C)C1=NC=C(C=C1)OCC(F)(F)F (2-methyl-N-[(S)-[5-(2,2,2-trifluoroethoxy)pyridin-2-yl]{1-[(trimethylsilyl)methyl]-1H-1,2,3-triazol-4-yl}methyl]propane-2-sulfinamide), Cl (HCl). Solvent: C(Cl)Cl (CH2Cl2), CO (MeOH), CCOCC (ether). Run at time 1 hour. The product is C(C)(C)C1=CC=C(C=C1)CC(=O)N[C@@H](C1=CC=C(C=C1)OCC(F)(F)F)C=1N=NN(C1)C (2-(4 -isopropylphenyl)-N-{(S)-(1 -methyl-1H-1,2,3-triazol-4-yl)[4-(2,2,2-trifluoroethoxy)-phenyl]methyl}acetamide). Reaction SMILES: CC(S([NH:7][C@H:8]([C:19]1[CH:24]=[CH:23][C:22]([O:25][CH2:26][C:27]([F:30])([F:29])[F:28])=[CH:21]N=1)[C:9]1[N:10]=[N:11][N:12]([CH2:14][Si](C)(C)C)[CH:13]=1)=O)(C)C.Cl.[CH:32]([C:35]1[CH:40]=[CH:39][C:38]([CH2:41][C:42]([OH:44])=O)=[CH:37][CH:36]=1)([CH3:34])[CH3:33].[CH:45]1C=NC2N(O)N=NC=2C=1.C(Cl)CCl.C(N(C(C)C)CC)(C)C>CO.CCOCC.C(Cl)Cl>[CH:32]([C:35]1[CH:40]=[CH:39][C:38]([CH2:41][C:42]([NH:7][C@H:8]([C:9]2[N:10]=[N:11][N:12]([CH3:14])[CH:13]=2)[C:19]2[CH:24]=[CH:23][C:22]([O:25][CH2:26][C:27]([F:28])([F:29])[F:30])=[CH:21][CH:45]=2)=[O:44])=[CH:37][CH:36]=1)([CH3:34])[CH3:33]. Procedure: To a solution of 2-methyl-N-[(S)-[5-(2,2,2-trifluoroethoxy)pyridin-2-yl]{1-[(trimethylsilyl)methyl]-1H-1,2,3-triazol-4-yl}methyl]propane-2-sulfinamide (1.3 g, 2.8 mmol) in MeOH (6.3 mL) was added a solution of HCl in ether (6.3 mL, 2 M). The reaction was stirred at room temperature for 1 h. The solvents were removed by concentration. The resulted amine bis-HCl salt (0.3 g, 0.69 mmol) was mixed with 4-isopropylpheylacetic acid (0.12 g, 0.69 mmol), HOAt (0.094 g, 0.69 mmol), EDC (0.13 g, 0.69 mmol... Starting materials: FC1=C(C=CC=C1)C1(CCC(CC1)=O)C(=O)O (1-(2-Fluorophenyl)-4-oxocyclohexane-1-carboxylic acid), O.C1(=CC=C(C=C1)S(=O)(=O)O)C (toluene-4-sulphonic acid hydrate), C(CO)O (1,2-ethanediol). Solvent: C1(=CC=CC=C1)C (toluene). The product is FC1=C(C=CC=C1)C1(CCC2(CC1)OCCO2)C(=O)O (1'-(2-Fluorophenyl)spiro[[1,3]dioxolane-2,4'-cyclohexane]-1'-carboxylic acid). As a reaction SMILES: [F:1][C:2]1[CH:7]=[CH:6][CH:5]=[CH:4][C:3]=1[C:8]1([C:15]([OH:17])=[O:16])[CH2:13][CH2:12][C:11](=[O:14])[CH2:10][CH2:9]1.O.C1(C)C=CC(S(O)(=O)=O)=CC=1.[CH2:30](O)[CH2:31][OH:32]>C1(C)C=CC=CC=1>[F:1][C:2]1[CH:7]=[CH:6][CH:5]=[CH:4][C:3]=1[C:8]1([C:15]([OH:17])=[O:16])[CH2:9][CH2:10][C:11]2([O:32][CH2:31][CH2:30][O:14]2)[CH2:12][CH2:13]1 |f:1.2|. Reported procedure: 1-(2-Fluorophenyl)-4-oxocyclohexane-1-carboxylic acid (D20, 16.36 g, 69 mmol) was stirred with toluene-4-sulphonic acid hydrate (0.50 g, 3 mmol) and 1,2-ethanediol (35 ml) at reflux in toluene (500 ml), removing the immiscible 1,2-ethanediol/water distillate via a Dean-Stark trap until the distillate was homogenous. The solution was then evaporated, dissolved in ethyl acetate, washed with water and brine, dried (Na2SO4) and evaporated to give the title compound (19.94 g, quantitative) as an ambe... Reaction SMILES: [CH3:1][O:2][C:3]1([O:27][CH3:28])[CH:4]([F:26])[CH2:5][N:6]([c:9]2[cH:10][cH:11][c:12]([N:15]3[C:16](=[O:25])[O:17][CH:18]([CH2:20][CH2:21][C:22](=[O:23])[NH2:24])[CH2:19]3)[cH:13][cH:14]2)[CH2:7][CH2:8]1.[CH3:29][S:30][CH3:31].[CH3:32][C:33](=[O:34])[Cl:35].[Cl-:36].[Cl-:38].[Zn+2:37]>>[O:2]=[C:3]1[CH:4]([F:26])[CH2:5][N:6]([c:9]2[cH:10][cH:11][c:12]([N:15]3[C:16](=[O:25])[O:17][CH:18]([CH2:20][CH2:21][C:22](=[O:23])[NH2:24])[CH2:19]3)[cH:13][cH:14]2)[CH2:7][CH2:8]1. The product is NC(=O)CCC1CN(c2ccc(N3CCC(=O)C(F)C3)cc2)C(=O)O1. The reactants are COC1(OC)CCN(c2ccc(N3CC(CCC(N)=O)OC3=O)cc2)CC1F, CSC, CC(=O)Cl, [Cl-], [Cl-], [Zn+2].